Dataset: the Open Reaction Database (ORD), a public repository of structured organic reaction records. Task: describe an organic reaction: reactants, conditions, products, and yield Yields the product O=[N+]([O-])c1ccccc1CCBr. Reactants: O=[N+]([O-])c1ccccc1CCO, O, BrP(Br)Br, c1ccccc1. As a reaction SMILES: [N+:1](=[O:2])([O-:3])[c:4]1[c:5]([CH2:10][CH2:11][OH:12])[cH:6][cH:7][cH:8][cH:9]1.[OH2:17].[P:13]([Br:14])([Br:15])[Br:16].[cH:18]1[cH:19][cH:20][cH:21][cH:22][cH:23]1>>[N+:1](=[O:2])([O-:3])[c:4]1[c:5]([CH2:10][CH2:11][Br:14])[cH:6][cH:7][cH:8][cH:9]1. Reactants: COC(C(O)C1=CC(=CC=C1)OC)=O (Methyl-m-methoxymandelate), P(Br)(Br)Br (phosphorous tribromide). Yields the product BrC(C(=O)OC)C1=CC(=CC=C1)OC (methyl bromo-(m-methoxyphenyl)acetate). RXN SMILES: [CH3:1][O:2][C:3](=[O:14])[CH:4]([C:6]1[CH:11]=[CH:10][CH:9]=[C:8]([O:12][CH3:13])[CH:7]=1)O.P(Br)(Br)[Br:16]>>[Br:16][CH:4]([C:6]1[CH:11]=[CH:10][CH:9]=[C:8]([O:12][CH3:13])[CH:7]=1)[C:3]([O:2][CH3:1])=[O:14]. Procedure details: Methyl-m-methoxymandelate is reacted with phosphorous tribromide by the method of I. P. Beletskaya, Zh. Obshch. Khim., 34, 321 (1964) to give methyl bromo-(m-methoxyphenyl)acetate as a pale yellow liquid, and used below (without further purification). Reactants: Cc1nnc(Br)s1, c1ccc(-c2ccccc2P(C2CCCCC2)C2CCCCC2)cc1, CCN(C(C)C)C(C)C, Cl, Cl, CC(=O)[O-], CC(=O)[O-], C1COCCO1, O, [Pd+2], c1ccc(C2CCCc3sc(NC4CCNCC4)nc32)cc1. The product is Cc1nnc(N2CCC(Nc3nc4c(s3)CCCC4c3ccccc3)CC2)s1. Reaction SMILES: [Br:59][c:60]1[s:61][c:62]([CH3:65])[n:63][n:64]1.[CH:1]1([P:2]([CH:3]2[CH2:4][CH2:5][CH2:6][CH2:7][CH2:8]2)[c:9]2[cH:10][cH:11][cH:12][cH:13][c:14]2-[c:15]2[cH:16][cH:17][cH:18][cH:19][cH:20]2)[CH2:21][CH2:22][CH2:23][CH2:24][CH2:25]1.[CH:50]([N:51]([CH2:52][CH3:53])[CH:54]([CH3:55])[CH3:56])([CH3:57])[CH3:58].[ClH:26].[ClH:27].[O-:74][C:75]([CH3:76])=[O:77].[O-:78][C:79]([CH3:80])=[O:81].[O:66]1[CH2:67][CH2:68][O:69][CH2:70][CH2:71]1.[OH2:72].[Pd+2:73].[c:28]1([CH:34]2[CH2:35][CH2:36][CH2:37][c:38]3[c:39]2[n:40][c:41]([NH:43][CH:44]2[CH2:45][CH2:46][NH:47][CH2:48][CH2:49]2)[s:42]3)[cH:29][cH:30][cH:31][cH:32][cH:33]1>>[c:28]1([CH:34]2[CH2:35][CH2:36][CH2:37][c:38]3[c:39]2[n:40][c:41]([NH:43][CH:44]2[CH2:45][CH2:46][N:47]([c:60]4[s:61][c:62]([CH3:65])[n:63][n:64]4)[CH2:48][CH2:49]2)[s:42]3)[cH:29][cH:30][cH:31][cH:32][cH:33]1. Reactants: ClCCl, O=C(OC(Cl)(Cl)Cl)OC(Cl)(Cl)Cl, Fc1cccc(NCc2cc(F)c(F)c(F)c2)c1. The product is O=C(Cl)N(Cc1cc(F)c(F)c(F)c1)c1cccc(F)c1. As a reaction SMILES: [CH2:31]([Cl:32])[Cl:33].[Cl:19][C:20]([Cl:21])([O:22][C:23](=[O:24])[O:25][C:26]([Cl:27])([Cl:28])[Cl:29])[Cl:30].[F:1][c:2]1[cH:3][c:4]([NH:8][CH2:9][c:10]2[cH:11][c:12]([F:18])[c:13]([F:17])[c:14]([F:16])[cH:15]2)[cH:5][cH:6][cH:7]1>>[F:1][c:2]1[cH:3][c:4]([N:8]([CH2:9][c:10]2[cH:11][c:12]([F:18])[c:13]([F:17])[c:14]([F:16])[cH:15]2)[C:20]([Cl:19])=[O:22])[cH:5][cH:6][cH:7]1. Starting materials: CC(C)(C)OC(=O)C(CS)NS(=O)(=O)c1cccc2ccccc12, CCOC(=O)CCCn1ccc2c(Cl)nc(C)nc21. Product: CCOC(=O)CCCn1ccc2c(SCC(NS(=O)(=O)c3cccc4ccccc34)C(=O)OC(C)(C)C)nc(C)nc21. RXN SMILES: [C:20]([CH3:21])([CH3:22])([CH3:23])[O:24][C:25]([CH:26]([NH:27][S:28](=[O:29])(=[O:30])[c:31]1[cH:32][cH:33][cH:34][c:35]2[cH:36][cH:37][cH:38][cH:39][c:40]12)[CH2:41][SH:42])=[O:43].[CH2:1]([CH3:2])[O:3][C:4]([CH2:5][CH2:6][CH2:7][n:8]1[cH:9][cH:10][c:11]2[c:12]1[n:13][c:14]([CH3:18])[n:15][c:16]2[Cl:17])=[O:19]>>[CH2:1]([CH3:2])[O:3][C:4]([CH2:5][CH2:6][CH2:7][n:8]1[cH:9][cH:10][c:11]2[c:12]1[n:13][c:14]([CH3:18])[n:15][c:16]2[S:42][CH2:41][CH:26]([C:25]([O:24][C:20]([CH3:21])([CH3:22])[CH3:23])=[O:43])[NH:27][S:28](=[O:29])(=[O:30])[c:31]1[cH:32][cH:33][cH:34][c:35]2[cH:36][cH:37][cH:38][cH:39][c:40]12)=[O:19]. Starting materials: C(C(=O)Cl)(=O)Cl (oxalyl chloride), [K+].C(#N)C(=CC(=O)[O-])C=1SC=CC1 (3-Cyano-3-thiophen-2-yl-acrylic acid potassium salt). Run in C(Cl)Cl (CH2Cl2), C(Cl)Cl (CH2Cl2). The product is C(#N)C(=CC(=O)Cl)C=1SC=CC1 (3-Cyano-3-thiophen-2-yl-acryloyl chloride). The yield is 94.8%. RXN SMILES: [C:1](Cl)(=O)[C:2]([Cl:4])=[O:3].[K+].[C:8]([C:10]([C:15]1[S:16][CH:17]=[CH:18][CH:19]=1)=CC([O-])=O)#[N:9]>C(Cl)Cl>[C:8]([C:10]([C:15]1[S:16][CH:17]=[CH:18][CH:19]=1)=[CH:1][C:2]([Cl:4])=[O:3])#[N:9] |f:1.2|. Procedure: To a stirring solution of oxalyl chloride (81.17 mL, 0.93 mol) in CH2Cl2 (350 mL) was added 3-cyano-3-thiophen-2-yl-acrylic acid potassium salt 21 (100 g, 0.45 mol) portion-wise over 20 min. An additional 250 mL of CH2Cl2 were added to assist stirring. The slurry was stirred at room temperature for 30 min and was then filtered. The potassium chloride salts were washed with copious CH2Cl2. Collected organic rinses were combined and solvent removed under vacuum to afford 84.3 g of 22, which was ca... Reactants: COCCOc1nc(N)c2nc(O)n(Cc3cccc(CBr)c3)c2n1, CCOP(C)OCC, C1COCCO1. The product is CCOP(C)(=O)Cc1cccc(Cn2c(O)nc3c(N)nc(OCCOC)nc32)c1. As a reaction SMILES: [Br:1][CH2:2][c:3]1[cH:4][c:5]([CH2:6][n:7]2[c:8]3[n:9][c:10]([O:18][CH2:19][CH2:20][O:21][CH3:22])[n:11][c:12]([NH2:17])[c:13]3[n:14][c:15]2[OH:16])[cH:23][cH:24][cH:25]1.[CH2:26]([CH3:27])[O:28][P:29]([O:30][CH2:31][CH3:32])[CH3:33].[O:34]1[CH2:35][CH2:36][O:37][CH2:38][CH2:39]1>>[CH2:2]([c:3]1[cH:4][c:5]([CH2:6][n:7]2[c:8]3[n:9][c:10]([O:18][CH2:19][CH2:20][O:21][CH3:22])[n:11][c:12]([NH2:17])[c:13]3[n:14][c:15]2[OH:16])[cH:23][cH:24][cH:25]1)[P:29]([O:28][CH2:26][CH3:27])(=[O:30])[CH3:33]. Starting materials: FC1=C(C(=O)NC2=NC=C(N=C2)C2=C(SC(=C2)C=O)C)C(=CC=C1)F (2,6-difluoro-N-(5-(5-formyl-2-methylthiophen-3-yl)pyrazin-2-yl)benzamide), CC1=CC=C(C=C1)S(=O)(=O)CN=C (p-tosylmethyl isocyanide), CN (methylamine). The solvent is CO (methanol). Reaction conditions: temperature 110 celsius. Yields the product FC1=C(C(=O)NC2=NC=C(N=C2)C2=C(SC(=C2)C2=CN=CN2C)C)C(=CC=C1)F (2,6-difluoro-N-(5-(2-methyl-5-(1-methyl-1H-imidazol-5-yl)thiophen-3-yl)pyrazin-2-yl)benzamide). RXN SMILES: [F:1][C:2]1[CH:24]=[CH:23][CH:22]=[C:21]([F:25])[C:3]=1[C:4]([NH:6][C:7]1[CH:12]=[N:11][C:10]([C:13]2[CH:17]=[C:16]([CH:18]=O)[S:15][C:14]=2[CH3:20])=[CH:9][N:8]=1)=[O:5].CC1C=CC(S([CH2:36][N:37]=[CH2:38])(=O)=O)=CC=1.[CH3:39][NH2:40]>CO>[F:1][C:2]1[CH:24]=[CH:23][CH:22]=[C:21]([F:25])[C:3]=1[C:4]([NH:6][C:7]1[CH:12]=[N:11][C:10]([C:13]2[CH:17]=[C:16]([C:18]3[N:40]([CH3:39])[CH:36]=[N:37][CH:38]=3)[S:15][C:14]=2[CH3:20])=[CH:9][N:8]=1)=[O:5]. Procedure: To a solution of 2,6-difluoro-N-(5-(5-formyl-2-methylthiophen-3-yl)pyrazin-2-yl)benzamide (A, 1.8 mmol) and p-tosylmethyl isocyanide (2 mmol) in methanol (18 mL) was added of a solution of methylamine (4 mmol, 2N in methanol). The mixture was heated in the microwave reactor at 110° C. for 2 h. Removal of solvent and purification of residue by flash chromatography gave 2,6-difluoro-N-(5-(2-methyl-5-(1-methyl-1H-imidazol-5-yl)thiophen-3-yl)pyrazin-2-yl)benzamide (B, 0.24 g) as yellowish solids. 1H... Reactants: CC(C)(C)OC(=O)N1CCc2ccc(Cl)c(SCc3ccc(CO)cc3)c2CC1, CI, [H-], [Na+], CN(C)C=O, O. Product: COCc1ccc(CSc2c(Cl)ccc3c2CCN(C(=O)OC(C)(C)C)CC3)cc1. RXN SMILES: [C:1]([CH3:2])([CH3:3])([CH3:4])[O:5][C:6](=[O:7])[N:8]1[CH2:9][CH2:10][c:11]2[c:12]([c:15]([S:20][CH2:21][c:22]3[cH:23][cH:24][c:25]([CH2:28][OH:29])[cH:26][cH:27]3)[c:16]([Cl:19])[cH:17][cH:18]2)[CH2:13][CH2:14]1.[CH3:32][I:33].[H-:30].[Na+:31].[O:34]=[CH:35][N:36]([CH3:37])[CH3:38].[OH2:39]>>[C:1]([CH3:2])([CH3:3])([CH3:4])[O:5][C:6](=[O:7])[N:8]1[CH2:9][CH2:10][c:11]2[c:12]([c:15]([S:20][CH2:21][c:22]3[cH:23][cH:24][c:25]([CH2:28][O:29][CH3:32])[cH:26][cH:27]3)[c:16]([Cl:19])[cH:17][cH:18]2)[CH2:13][CH2:14]1. Reactants: (S)-2-octyl-p-toluenesulfonate, [OH-].[Na+] (sodium hydroxide), A-131373, C[C@H](CCC1=CC=C(C=C1)C1=CC=C(C=C1)O)CC (4'-[(S)-3-methylpentyl]-4-biphenylol). The solvent is C(C)O (ethanol). Conditions: time 6 hour. Product: C1(=CC=CC=C1)C1=CC=CC=C1 (biphenyl). As a reaction SMILES: [OH-].[Na+].C[C@@H](CC)CC[C:7]1[CH:12]=[CH:11][C:10]([C:13]2[CH:18]=[CH:17][C:16](O)=[CH:15][CH:14]=2)=[CH:9][CH:8]=1>C(O)C>[C:10]1([C:13]2[CH:14]=[CH:15][CH:16]=[CH:17][CH:18]=2)[CH:11]=[CH:12][CH:7]=[CH:8][CH:9]=1 |f:0.1|. Procedure: 0.8 g of sodium hydroxide is dissolved in a solution of 5.09 g of 4'-[(S)-3-methylpentyl]-4-biphenylol (EP-A-131373) in 40 ml of ethanol. The solution is treated with 6.26 g of (S)-2-octyl-p-toluenesulfonate and heated to boiling for 6 hours. Subsequently, the solvent is distilled off and the residue is taken up in 100 ml of diethyl ether and 50 ml of 0.5 N hydrochloric acid. The aqueous phase is separated and back-extracted with 50 ml of diethyl ether. The combined organic phase is washed in su...